Dataset: the Open Reaction Database (ORD), a public repository of structured organic reaction records. Task: describe an organic reaction: reactants, conditions, products, and yield Starting materials: CNC, O=[N+]([O-])c1ccc(Cl)cc1S(=O)(=O)Cl, C1=C[Ga]=C1, C1CCOC1. Product: CN(C)S(=O)(=O)c1cc(Cl)ccc1[N+](=O)[O-]. As a reaction SMILES: [CH3:19][NH:20][CH3:21].[Cl:1][c:2]1[cH:3][cH:4][c:5]([N+:12](=[O:13])[O-:14])[c:6]([S:8](=[O:9])(=[O:10])[Cl:11])[cH:7]1.[Ga:15]1=[CH:18][CH:17]=[CH:16]1.[O:22]1[CH2:23][CH2:24][CH2:25][CH2:26]1>>[Cl:1][c:2]1[cH:3][cH:4][c:5]([N+:12](=[O:13])[O-:14])[c:6]([S:8](=[O:9])(=[O:10])[N:20]([CH3:19])[CH3:21])[cH:7]1. Reactants: COc1ccc(C(=O)Nc2ccccc2)cc1N, S=C=Nc1cccnc1. The product is COc1ccc(C(=O)Nc2ccccc2)cc1NC(=S)Nc1cccnc1. RXN SMILES: [NH2:1][c:2]1[cH:3][c:4]([C:5](=[O:6])[NH:7][c:8]2[cH:9][cH:10][cH:11][cH:12][cH:13]2)[cH:14][cH:15][c:16]1[O:17][CH3:18].[n:19]1[cH:20][c:21]([N:25]=[C:26]=[S:27])[cH:22][cH:23][cH:24]1>>[NH:1]([c:2]1[cH:3][c:4]([C:5](=[O:6])[NH:7][c:8]2[cH:9][cH:10][cH:11][cH:12][cH:13]2)[cH:14][cH:15][c:16]1[O:17][CH3:18])[C:26]([NH:25][c:21]1[cH:20][n:19][cH:24][cH:23][cH:22]1)=[S:27]. The reactants are C(C)(C)(C)N1S(C(CC1=O)C1=CC=C(C=C1)CC(C(=O)N)NS(=O)(=O)C1=CC(=CC=C1)C(F)(F)F)(=O)=O (3-[4-(2-tert-Butyl-1,1,3-trioxo-1λ6-isothiazolidin-5-yl)-phenyl]-2-(3-trifluoromethyl -benzenesulfonylamino)-propionamide), C(C)(=O)[O-].[K+] (potassium acetate), CO (methanol), Cl.NCC(=O)C1=CC=CC=C1 (2-amino-1-phenylethanone hydrochloride), CO (methanol). Reaction conditions: temperature 65 celsius. Product: FC(C(=O)O)(F)F.C(C)(C)(C)N1S(C(CC1=O)C1=CC=C(C=C1)CC(C=1NC=C(N1)C1=CC=CC=C1)NS(=O)(=O)C1=CC(=CC=C1)C(F)(F)F)(=O)=O (N-[2-[4-(2-tert-Butyl-1,1,3-trioxo-1λ6-isothiazolidin-5-yl)-phenyl]-1-(4phenyl-1H-imidazol-2-yl)-ethyl]-3-trifluoromethyl-benzenesulfonamide trifluoroacetate). As a reaction SMILES: [C:1]([N:5]1[C:9](=[O:10])[CH2:8][CH:7]([C:11]2[CH:16]=[CH:15][C:14]([CH2:17][CH:18]([NH:22][S:23]([C:26]3[CH:31]=[CH:30][CH:29]=[C:28]([C:32]([F:35])([F:34])[F:33])[CH:27]=3)(=[O:25])=[O:24])[C:19]([NH2:21])=O)=[CH:13][CH:12]=2)[S:6]1(=[O:37])=[O:36])([CH3:4])([CH3:3])[CH3:2].C([O-])(=[O:40])C.[K+].Cl.[NH2:44][CH2:45][C:46]([C:48]1[CH:53]=[CH:52][CH:51]=[CH:50][CH:49]=1)=O.[CH3:54][OH:55]>>[F:33][C:32]([F:35])([F:34])[C:54]([OH:40])=[O:55].[C:1]([N:5]1[C:9](=[O:10])[CH2:8][CH:7]([C:11]2[CH:16]=[CH:15][C:14]([CH2:17][CH:18]([NH:22][S:23]([C:26]3[CH:31]=[CH:30][CH:29]=[C:28]([C:32]([F:35])([F:34])[F:33])[CH:27]=3)(=[O:25])=[O:24])[C:19]3[NH:44][CH:45]=[C:46]([C:48]4[CH:53]=[CH:52][CH:51]=[CH:50][CH:49]=4)[N:21]=3)=[CH:13][CH:12]=2)[S:6]1(=[O:37])=[O:36])([CH3:3])([CH3:4])[CH3:2] |f:1.2,3.4,6.7|. Procedure: A solution of 4.22-C of Step 3 (80 mg, 0.13 mmol) and potassium acetate (0.5 mg, 0.51 mmol) in methanol (1.1 mL) was heated to 65° C. and treated with a solution of 2-amino-1-phenylethanone hydrochloride (44 mg, 0.26 mmol) in methanol (0.5 mL). The reaction mixture was heated at 65° C. for 16 h, cooled and the solid was filtered. The solid was washed with methanol and the filtrate concentrated to a crude solid which was purified by preparative LCMS to yield 4.22-D (43 mg, 51%). LCMS found for C3... Starting materials: C[Sn](C)(C)Cl (trimethyltin chloride), [NH4+].[Cl-] (NH4Cl), C(CCCCCCCCCCC)C1=C(SC=C1)\C=C\C=1SC=CC1CCCCCCCCCCCC ((E)-1,2-bis(3-dodecylthienyl)ethylene), C(CCC)[Li] (n-Butyllithium). Solvent: C1CCOC1 (THF), C1CCOC1 (THF). Reaction conditions: temperature -78 celsius, time 3 hour. The product is C(CCCCCCCCCCC)C1=C(SC(=C1)[Sn](C)(C)C)\C=C\C=1SC(=CC1CCCCCCCCCCCC)[Sn](C)(C)C ((E)-1,2-bis[3-dodecyl-5-(trimethylstannyl)-2-thienyl]ethylene). Yield: 73.0%. As a reaction SMILES: [CH2:1]([C:13]1[CH:17]=[CH:16][S:15][C:14]=1/[CH:18]=[CH:19]/[C:20]1[S:21][CH:22]=[CH:23][C:24]=1[CH2:25][CH2:26][CH2:27][CH2:28][CH2:29][CH2:30][CH2:31][CH2:32][CH2:33][CH2:34][CH2:35][CH3:36])[CH2:2][CH2:3][CH2:4][CH2:5][CH2:6][CH2:7][CH2:8][CH2:9][CH2:10][CH2:11][CH3:12].C([Li])CCC.[CH3:42][Sn:43](Cl)([CH3:45])[CH3:44].[NH4+].[Cl-]>C1COCC1>[CH2:25]([C:24]1[CH:23]=[C:22]([Sn:43]([CH3:45])([CH3:44])[CH3:42])[S:21][C:20]=1/[CH:19]=[CH:18]/[C:14]1[S:15][C:16]([Sn:43]([CH3:45])([CH3:44])[CH3:42])=[CH:17][C:13]=1[CH2:1][CH2:2][CH2:3][CH2:4][CH2:5][CH2:6][CH2:7][CH2:8][CH2:9][CH2:10][CH2:11][CH3:12])[CH2:26][CH2:27][CH2:28][CH2:29][CH2:30][CH2:31][CH2:32][CH2:33][CH2:34][CH2:35][CH3:36] |f:3.4|. Procedure: (E)-1,2-Bis(3-dodecylthienyl)ethylene (12) (10.4 mmol, 2.00 g) was dissolved in anhydrous THF (43.2 mL) and cooled to −78° C. under nitrogen. n-Butyllithium (21.84 mmol, 13.7 mL) was then added dropwise. The resulting solution was warmed to room temperature over 30 min and stirred at that temperature for 3 h. The mixture was then cooled to −78° C. before trimethyltin chloride (21.84 mmol, 4.35 g) in anhydrous THF (26 mL) was added dropwise. After addition, the mixture was warmed to room temperat... The reactants are O=C([O-])O, CCO, Clc1ncccn1, NC1CCN(c2nc3ccccc3n2Cc2ccc(F)cc2)CC1, [Na+]. The product is Fc1ccc(Cn2c(N3CCC(Nc4ncccn4)CC3)nc3ccccc32)cc1. As a reaction SMILES: [C:32](=[O:33])([OH:34])[O-:35].[CH3:37][CH2:38][OH:39].[Cl:25][c:26]1[n:27][cH:28][cH:29][cH:30][n:31]1.[F:1][c:2]1[cH:3][cH:4][c:5]([CH2:8][n:9]2[c:10]([N:18]3[CH2:19][CH2:20][CH:21]([NH2:24])[CH2:22][CH2:23]3)[n:11][c:12]3[c:13]2[cH:14][cH:15][cH:16][cH:17]3)[cH:6][cH:7]1.[Na+:36]>>[F:1][c:2]1[cH:3][cH:4][c:5]([CH2:8][n:9]2[c:10]([N:18]3[CH2:19][CH2:20][CH:21]([NH:24][c:26]4[n:27][cH:28][cH:29][cH:30][n:31]4)[CH2:22][CH2:23]3)[n:11][c:12]3[c:13]2[cH:14][cH:15][cH:16][cH:17]3)[cH:6][cH:7]1. The reactants are Cl (hydrochloric acid), [Na+].ClC=1C=CC(=C(C1)C1=CC(=NC(=N1)NC)NC1=CC=C(C(=O)[O-])C=C1)OCC (4-[6-(5-chloro-2-ethoxy-phenyl)-2-methylamino-pyrimidin-4-ylamino]-benzoic acid sodium salt), CO (methanol), [Al].[Li] (lithium aluminum). Solvent: O1CCCC1 (tetrahydofuran). Conditions: time 1 hour. The product is ClC=1C=CC(=C(C1)C1=CC(=NC(=N1)NC)NC1=CC=C(C=C1)CO)OCC ({4-[6-(5-Chloro-2-ethoxy-phenyl)-2-methylamino-pyrimidin4-ylamino]-phenyl}-methanol). Yield: 83.1%. Reaction SMILES: [Na+].[Cl:2][C:3]1[CH:4]=[CH:5][C:6]([O:27][CH2:28][CH3:29])=[C:7]([C:9]2[N:14]=[C:13]([NH:15][CH3:16])[N:12]=[C:11]([NH:17][C:18]3[CH:26]=[CH:25][C:21]([C:22]([O-])=[O:23])=[CH:20][CH:19]=3)[CH:10]=2)[CH:8]=1.[Al].[Li].CO.Cl>O1CCCC1>[Cl:2][C:3]1[CH:4]=[CH:5][C:6]([O:27][CH2:28][CH3:29])=[C:7]([C:9]2[N:14]=[C:13]([NH:15][CH3:16])[N:12]=[C:11]([NH:17][C:18]3[CH:26]=[CH:25][C:21]([CH2:22][OH:23])=[CH:20][CH:19]=3)[CH:10]=2)[CH:8]=1 |f:0.1,2.3,^1:30|. Reported procedure: To a mixture of 4-[6-(5-chloro-2-ethoxy-phenyl)-2-methylamino-pyrimidin-4-ylamino]-benzoic acid sodium salt (100 mg, 0.25 mmol) in tetrahydofuran (20 ml) was added lithium aluminum hydide (100 mg, 2.63 mmol) in 10 portions at room temperature. After stirring for 1 hour, methanol (5 ml) was carefully added followed by hydrochloric acid (1 M, 10 ml). After stirring for 10 minutes, the mixture was filtered. The filtrate was concentrated under reduced pressure and the residue was treated with methan... Starting materials: C(CCCCCCCCC(=O)OC)(=O)OC (Dimethyl sebacate), COC(CCCN)OC (4,4-dimethoxybutylamine). The reagents and catalysts are C[O-].C[O-].C(CCC)[Sn+2]CCCC (dibutyl tin dimethoxide). Solvent: xylenes. The product is COC(CCCNC(CCCCCCCCC(=O)NCCCC(OC)OC)=O)OC (N,N'-bis(4,4-dimethoxybutyl)sebacamide). The yield is 85.3%. Reaction SMILES: [C:1]([O:15]C)(=O)[CH2:2][CH2:3][CH2:4][CH2:5][CH2:6][CH2:7][CH2:8][CH2:9][C:10]([O:12]C)=O.[CH3:17][O:18][CH:19]([O:24][CH3:25])[CH2:20][CH2:21][CH2:22][NH2:23]>C[O-].C[O-].C([Sn+2]CCCC)CCC>[CH3:17][O:18][CH:19]([O:24][CH3:25])[CH2:20][CH2:21][CH2:22][NH:23][C:10](=[O:12])[CH2:9][CH2:8][CH2:7][CH2:6][CH2:5][CH2:4][CH2:3][CH2:2][C:1]([NH:23][CH2:22][CH2:21][CH2:20][CH:19]([O:24][CH3:25])[O:18][CH3:17])=[O:15] |f:2.3.4|. Procedure: Dimethyl sebacate (25.00 g, 0.1085 mol) was aminated with 30.63 g (0.230 mol) of 4,4-dimethoxybutylamine and 2.50 g (0.00847 mol) of dibutyl tin dimethoxide in 200 g of mixed xylenes according to the procedure used in Example 1. This procedure afforded 40.00 g (0.0925 mol, 85.2% isolated yield) of the desired N,N'-bis(4,4-dimethoxybutyl)sebacamide after recrystallization from mixed xylenes, mp 83.5°-85.5° C.; IR (KBr) 1640 (C=O), 1540, 1190, 1135, 1040 cm-1 ; 1H NMR (CDCl3 ; 300 MHz) δ1.13 (br s... The reactants are CCCN(CCC1OC(=O)c2ccccc21)C1CCc2c(cccc2OC)C1, Cl, [NH4+], [OH-], O, c1ccncc1. The product is CCCN(CCC1OC(=O)c2ccccc21)C1CCc2c(O)cccc2C1. Reaction SMILES: [CH2:1]([CH2:2][CH3:3])[N:4]([CH2:5][CH2:6][CH:7]1[O:8][C:9](=[O:16])[c:10]2[cH:11][cH:12][cH:13][cH:14][c:15]21)[CH:17]1[CH2:18][c:19]2[cH:20][cH:21][cH:22][c:23]([O:27][CH3:28])[c:24]2[CH2:25][CH2:26]1.[ClH:29].[NH4+:37].[OH-:36].[OH2:38].[n:30]1[cH:31][cH:32][cH:33][cH:34][cH:35]1>>[CH2:1]([CH2:2][CH3:3])[N:4]([CH2:5][CH2:6][CH:7]1[O:8][C:9](=[O:16])[c:10]2[cH:11][cH:12][cH:13][cH:14][c:15]21)[CH:17]1[CH2:18][c:19]2[cH:20][cH:21][cH:22][c:23]([OH:27])[c:24]2[CH2:25][CH2:26]1.